describe an organic reaction: reactants, conditions, products, and yield From a dataset of the Open Reaction Database (ORD), a public repository of structured organic reaction records. Reactants: C(=O)(Cl)Cl (Phosgene), NC1=C(C(=O)O)C(=CC=C1)OC (2-amino-6-methoxybenzoic acid), [OH-].[Na+] (sodium hydroxide). The solvent is O (water). Run at temperature 0 celsius, time 15 minute. Product: COC1=CC=CC2=C1C(OC(N2)=O)=O (5-methoxy-1H-3,1-benzoxazine-2,4-dione). The yield is 65.8%. RXN SMILES: [C:1](Cl)(Cl)=[O:2].[NH2:5][C:6]1[CH:14]=[CH:13][CH:12]=[C:11]([O:15][CH3:16])[C:7]=1[C:8]([OH:10])=[O:9].[OH-].[Na+]>O>[CH3:16][O:15][C:11]1[C:7]2[C:8](=[O:10])[O:9][C:1](=[O:2])[NH:5][C:6]=2[CH:14]=[CH:13][CH:12]=1 |f:2.3|. Reported procedure: Phosgene (4.72 ml, 8.97 mmol; 20% in toluene) was added dropwise to a solution of 2-amino-6-methoxybenzoic acid (1 g, 5.98 mmol) in 2N aqueous sodium hydroxide (6.28 ml, 12.56 mmol) and water (15 ml) cooled to 0° C. over a period of 15 minutes, maintaining the temperature at 0-5° C. The resulting suspension was stirred at 0° C. for 15 minutes. The precipitate was collected by filtration, washed with water, followed by a small amount of acetonitrile and ether and dried under vacuum at 40° C. to a... Starting materials: ClC1=C(C(=CC=C1)F)NC=1NC2=C(N1)C=C(C1=C2CC(O1)(C)C)C(=O)NC1=CC=C(C=C1)C(F)(F)F (2-[(2-chloro-6-fluorophenyl)amino]-7,7-dimethyl-N-[4-(trifluoromethyl)phenyl]-7,8-dihydro-1H-furo[3,2-e]benzimidazole-5-carboxamide), C(C(=O)O)(=O)O (oxalic acid). Solvent: CC(=O)C (acetone). The product is C(C(=O)O)(=O)O.ClC1=C(C(=CC=C1)F)NC=1NC2=C(N1)C=C(C1=C2CC(O1)(C)C)C(=O)NC1=CC=C(C=C1)C(F)(F)F (2-[(2-Chloro-6-fluorophenyl)amino]-7,7-dimethyl-N-[4-(trifluoromethyl)phenyl]-7,8-dihydro-1H-furo[3,2-e]benzimidazole-5-carboxamide Oxalate). RXN SMILES: [Cl:1][C:2]1[CH:7]=[CH:6][CH:5]=[C:4]([F:8])[C:3]=1[NH:9][C:10]1[NH:11][C:12]2[C:18]3[CH2:19][C:20]([CH3:23])([CH3:22])[O:21][C:17]=3[C:16]([C:24]([NH:26][C:27]3[CH:32]=[CH:31][C:30]([C:33]([F:36])([F:35])[F:34])=[CH:29][CH:28]=3)=[O:25])=[CH:15][C:13]=2[N:14]=1.[C:37]([OH:42])(=[O:41])[C:38]([OH:40])=[O:39]>CC(C)=O>[C:37]([OH:42])(=[O:41])[C:38]([OH:40])=[O:39].[Cl:1][C:2]1[CH:7]=[CH:6][CH:5]=[C:4]([F:8])[C:3]=1[NH:9][C:10]1[NH:11][C:12]2[C:18]3[CH2:19][C:20]([CH3:22])([CH3:23])[O:21][C:17]=3[C:16]([C:24]([NH:26][C:27]3[CH:28]=[CH:29][C:30]([C:33]([F:35])([F:36])[F:34])=[CH:31][CH:32]=3)=[O:25])=[CH:15][C:13]=2[N:14]=1 |f:3.4|. Reported procedure: To a solution of 2-[(2-chloro-6-fluorophenyl)amino]-7,7-dimethyl-N-[4-(trifluoromethyl)phenyl]-7,8-dihydro-1H-furo[3,2-e]benzimidazole-5-carboxamide (Example-107, 0.100 g) in acetone was added oxalic acid. The reaction mass was refluxed for 3 h. The reaction mass was filtered. The obtained residue was washed with pentane and DEE to afford 0.100 g of the desired product. Starting materials: CN1C(=CC(=C1)NC(=O)OCCSC1=CC=C(C=C1)C(F)(F)F)C(=O)OC (Methyl 1-methyl-4-[2-(4-trifluoromethyl-phenylsulfanyl)-ethoxycarbonylamino]-1H-pyrrole-2-carboxylate), [Li+].[OH-] (LiOH), Cl (HCl). Solvent: C1CCOC1.O (THF H2O). Run at time 4 day. Yields the product CN1C(=CC(=C1)NC(=O)OCCSC1=CC=C(C=C1)C(F)(F)F)C(=O)O (1-methyl-4-[2-(4-trifluoromethyl-phenylsulfanyl)-ethoxy carbonylamino]-1H-pyrrole-2-carboxylic acid). Isolated yield 66.3%. Reaction SMILES: [CH3:1][N:2]1[CH:6]=[C:5]([NH:7][C:8]([O:10][CH2:11][CH2:12][S:13][C:14]2[CH:19]=[CH:18][C:17]([C:20]([F:23])([F:22])[F:21])=[CH:16][CH:15]=2)=[O:9])[CH:4]=[C:3]1[C:24]([O:26]C)=[O:25].[Li+].[OH-].Cl>C1COCC1.O>[CH3:1][N:2]1[CH:6]=[C:5]([NH:7][C:8]([O:10][CH2:11][CH2:12][S:13][C:14]2[CH:15]=[CH:16][C:17]([C:20]([F:23])([F:21])[F:22])=[CH:18][CH:19]=2)=[O:9])[CH:4]=[C:3]1[C:24]([OH:26])=[O:25] |f:1.2,4.5|. Reported procedure: Methyl 1-methyl-4-[2-(4-trifluoromethyl-phenylsulfanyl)-ethoxycarbonylamino]-1H-pyrrole-2-carboxylate (5.0 g, 12.43 mmol) prepared in the capping step was dissolved in THF/H2O (200 ml/100 ml), 1N LiOH (30 ml) was added thereto, and the mixture was stirred for 4 days at room temperature. The reaction solution was acidified to pH 2.0 by 1N HCl and then extracted with EA and water. The organic layer was washed with aqueous NaCl solution and dried over anhydrous MgSO4. The solvent contained therein ... Starting materials: C([O-])([O-])=O.[Na+].[Na+] (sodium carbonate), Cl.NO (hydroxylamine hydrochloride), C(C)OC(=O)N1[C@@H](C[C@@H](C2=NC(=CC=C12)OC)NC1=NC=C(C(=N1)CC1=CC(=CC(=C1)C(F)(F)F)C(F)(F)F)CCC#N)CC ((2R,4S)-4-{[3,5-Bis(trifluoromethyl)benzyl]-[5-(2-cyanoethyl)-pyrimidin-2-yl]}amino-2-ethyl-6-methoxy-3,4-dihydro-2H-[1,5]naphthyridine-1-carboxylic acid ethyl ester). Run in C(C)O (ethanol). Run at temperature 80 celsius, time 31.5 hour. The product is C(C)OC(=O)N1[C@@H](C[C@@H](C2=NC(=CC=C12)OC)NC1=NC=C(C(=N1)CC1=CC(=CC(=C1)C(F)(F)F)C(F)(F)F)CCC(NO)=N)CC ((2R,4S)-4-([3,5-bis(trifluoromethyl)benzyl]-{5-[2-(N-hydroxycarbamimidoyl)ethyl]pyrimidin-2-yl})amino-2-ethyl-6-methoxy-3,4-dihydro-2H-[1,5]naphthyridine-1-carboxylic acid ethyl ester). The yield is 56.5%. RXN SMILES: [CH2:1]([O:3][C:4]([N:6]1[C:15]2[C:10](=[N:11][C:12]([O:16][CH3:17])=[CH:13][CH:14]=2)[C@@H:9]([NH:18][C:19]2[N:24]=[C:23]([CH2:25][C:26]3[CH:31]=[C:30]([C:32]([F:35])([F:34])[F:33])[CH:29]=[C:28]([C:36]([F:39])([F:38])[F:37])[CH:27]=3)[C:22]([CH2:40][CH2:41][C:42]#[N:43])=[CH:21][N:20]=2)[CH2:8][C@H:7]1[CH2:44][CH3:45])=[O:5])[CH3:2].C(=O)([O-])[O-].[Na+].[Na+].Cl.[NH2:53][OH:54]>C(O)C>[CH2:1]([O:3][C:4]([N:6]1[C:15]2[C:10](=[N:11][C:12]([O:16][CH3:17])=[CH:13][CH:14]=2)[C@@H:9]([NH:18][C:19]2[N:24]=[C:23]([CH2:25][C:26]3[CH:27]=[C:28]([C:36]([F:39])([F:37])[F:38])[CH:29]=[C:30]([C:32]([F:33])([F:34])[F:35])[CH:31]=3)[C:22]([CH2:40][CH2:41][C:42](=[NH:43])[NH:53][OH:54])=[CH:21][N:20]=2)[CH2:8][C@H:7]1[CH2:44][CH3:45])=[O:5])[CH3:2] |f:1.2.3,4.5|. Reported procedure: (2R,4S)-4-{[3,5-Bis(trifluoromethyl)benzyl]-[5-(2-cyanoethyl)-pyrimidin-2-yl]}amino-2-ethyl-6-methoxy-3,4-dihydro-2H-[1,5]naphthyridine-1-carboxylic acid ethyl ester (500 mg) is dissolved in ethanol (5 ml), and thereto are added sodium carbonate (292 mg) and hydroxylamine hydrochloride (192 mg). The mixture is heated at 80° C. and stirred for 31.5 hours. The reaction solution is cooled to room temperature, and partitioned by adding water and ethyl acetate. The organic layer is washed with satura...